From a dataset of the Open Reaction Database (ORD), a public repository of structured organic reaction records. describe an organic reaction: reactants, conditions, products, and yield Reactants: ClC=1C=C(C#N)C=C(C1N1N=C2C(C(=NC=C2)Cl)=C1)Cl (3,5-dichloro-4-(4-chloro-pyrazolo[4,3-c]pyridin-2-yl)-benzonitrile), C(N)(OC(C)(C)C)=O (tert-butyl carbamate), [O-]P(=O)([O-])[O-].[K+].[K+].[K+] (potassium phosphate tribasic). Reagents/catalysts: C=1C=CC(=CC1)/C=C/C(=O)/C=C/C2=CC=CC=C2.C=1C=CC(=CC1)/C=C/C(=O)/C=C/C2=CC=CC=C2.C=1C=CC(=CC1)/C=C/C(=O)/C=C/C2=CC=CC=C2.[Pd].[Pd] (Pd2(dba)3), CC1(C2=C(C(=CC=C2)P(C3=CC=CC=C3)C4=CC=CC=C4)OC5=C(C=CC=C51)P(C6=CC=CC=C6)C7=CC=CC=C7)C (Xantphos). Solvent: C1(=CC=CC=C1)C (toluene), O (water). Reaction conditions: temperature 90 celsius. Yields the product C(C)(C)(C)OC(NC1=NC=CC=2C1=CN(N2)C2=C(C=C(C=C2Cl)C#N)Cl)=O ([2-(2,6-Dichloro-4-cyanophenyl)-2H-pyrazolo[4,3-c]pyridin-4-yl]carbamic acid tert-butyl ester). The yield is 123.7%. As a reaction SMILES: [Cl:1][C:2]1[CH:3]=[C:4]([CH:7]=[C:8]([Cl:20])[C:9]=1[N:10]1[CH:19]=[C:13]2[C:14](Cl)=[N:15][CH:16]=[CH:17][C:12]2=[N:11]1)[C:5]#[N:6].[C:21](=[O:28])([O:23][C:24]([CH3:27])([CH3:26])[CH3:25])[NH2:22].[O-]P([O-])([O-])=O.[K+].[K+].[K+]>C1(C)C=CC=CC=1.O.C1C=CC(/C=C/C(/C=C/C2C=CC=CC=2)=O)=CC=1.C1C=CC(/C=C/C(/C=C/C2C=CC=CC=2)=O)=CC=1.C1C=CC(/C=C/C(/C=C/C2C=CC=CC=2)=O)=CC=1.[Pd].[Pd].CC1(C)C2C(=C(P(C3C=CC=CC=3)C3C=CC=CC=3)C=CC=2)OC2C(P(C3C=CC=CC=3)C3C=CC=CC=3)=CC=CC1=2>[C:24]([O:23][C:21](=[O:28])[NH:22][C:14]1[C:13]2=[CH:19][N:10]([C:9]3[C:2]([Cl:1])=[CH:3][C:4]([C:5]#[N:6])=[CH:7][C:8]=3[Cl:20])[N:11]=[C:12]2[CH:17]=[CH:16][N:15]=1)([CH3:27])([CH3:26])[CH3:25] |f:2.3.4.5,8.9.10.11.12|. Procedure details: A mixture of 3,5-dichloro-4-(4-chloro-pyrazolo[4,3-c]pyridin-2-yl)-benzonitrile (3.23 g, 10 mmol), tert-butyl carbamate (5.85 mg, 50 mmol), Pd2(dba)3 (458 mg, 0.5 mmol), Xantphos (576 mg, 1.0 mmol) and potassium phosphate tribasic (4.24 g, 20 mmol) in toluene (100 mL) and water (20 mL) was degassed with argon then heated at 90° C. for 30 minutes. The reaction was cooled to room temperature and then filtered through Celite® using ethyl acetate to wash the filter pad. The filtrate was washed with ... The reactants are C(CCC)[Sn](C1=COC=C1)(CCCC)CCCC (3-tributylstannylfuran), BrC1=CSC=C1 (3-bromothiophene). Product: C(CCC)[Sn](C1=CSC=C1)(CCCC)CCCC (3-Tributylstannylthiophene). RXN SMILES: [CH2:1]([Sn:5]([CH2:15][CH2:16][CH2:17][CH3:18])([CH2:11][CH2:12][CH2:13][CH3:14])[C:6]1[CH:10]=[CH:9]O[CH:7]=1)[CH2:2][CH2:3][CH3:4].BrC1C=C[S:22]C=1>>[CH2:1]([Sn:5]([CH2:15][CH2:16][CH2:17][CH3:18])([CH2:11][CH2:12][CH2:13][CH3:14])[C:6]1[CH:10]=[CH:9][S:22][CH:7]=1)[CH2:2][CH2:3][CH3:4]. Procedure details: Using the method for the preparation of 3-tributylstannylfuran, 2.50 g (15.39 mmoles) of 3-bromothiophene gave 1.31 g (Y: 23%) of the title product. 1H NMR (CDCl3): δ7.46 (m, 1H), 7.34 (d, J=2.3 Hz, 1H), 7.16 (d, J=4.6 Hz, 1H), 1.52 (m, 6H), 0.132 (m, 6H), 1.05 (t, J=8.2 Hz, 6H), 0.89 (t, J=7.2 Hz, 9H). MS (DCI)m/e: 375 (MH+). The reactants are C(=O)(O)[O-].[Na+] (NaHCO3), CC1(NC(C2=C(N1)C=C(S2)C=2C=NN(C2C=O)COCC[Si](C)(C)C)=O)C (4-(2,2-dimethyl-4-oxo-1,2,3,4-tetrahydrothieno[3,2-d]pyrimidin-6-yl)-1-{[2-(trimethylsilyl)ethoxy]methyl}-1H-pyrazole-5-carbaldehyde), C1(=CC=CC=C1)CCN (2-phenylethanamine), [BH4-].[Na+] (sodium borohydride). Run in C1CCOC1 (THF), CO (MeOH). Reaction conditions: time 8 hour. The product is CC1(NC(C2=C(N1)C=C(S2)C=2C=NN(C2CNCCC2=CC=CC=C2)COCC[Si](C)(C)C)=O)C (2,2-dimethyl-6-(5-{[(2-phenylethyl)amino]methyl}-1-{[2-(trimethylsilyl)ethoxy]methyl}-1H-pyrazol-4-yl)-2,3-dihydrothieno[3,2-d]pyrimidin-4(1H)-one). Isolated yield 91.2%. RXN SMILES: [CH3:1][C:2]1([CH3:27])[NH:7][C:6]2[CH:8]=[C:9]([C:11]3[CH:12]=[N:13][N:14]([CH2:18][O:19][CH2:20][CH2:21][Si:22]([CH3:25])([CH3:24])[CH3:23])[C:15]=3[CH:16]=O)[S:10][C:5]=2[C:4](=[O:26])[NH:3]1.[C:28]1([CH2:34][CH2:35][NH2:36])[CH:33]=[CH:32][CH:31]=[CH:30][CH:29]=1.[BH4-].[Na+].C([O-])(O)=O.[Na+]>CO.C1COCC1>[CH3:27][C:2]1([CH3:1])[NH:7][C:6]2[CH:8]=[C:9]([C:11]3[CH:12]=[N:13][N:14]([CH2:18][O:19][CH2:20][CH2:21][Si:22]([CH3:25])([CH3:23])[CH3:24])[C:15]=3[CH2:16][NH:36][CH2:35][CH2:34][C:28]3[CH:33]=[CH:32][CH:31]=[CH:30][CH:29]=3)[S:10][C:5]=2[C:4](=[O:26])[NH:3]1 |f:2.3,4.5|. Reported procedure: A mixture of 4-(2,2-dimethyl-4-oxo-1,2,3,4-tetrahydrothieno[3,2-d]pyrimidin-6-yl)-1-{[2-(trimethylsilyl)ethoxy]methyl}-1H-pyrazole-5-carbaldehyde (122 mg, 0.30 mmol), 2-phenylethanamine (0.151 mL, 1.20 mmol) and THF (5 mL) was stirred at room temperature overnight. Then, sodium borohydride (0.023 g, 0.60 mmol) and MeOH (2 mL) were added. After 30 min, the mixture was poured into saturated aqueous NaHCO3 and extracted with EtOAc, and the extract was dried over MgSO4, filtered and concentrated und...